From a dataset of the Open Reaction Database (ORD), a public repository of structured organic reaction records. describe an organic reaction: reactants, conditions, products, and yield Starting materials: Cc1nnc2ccc(-c3cccc(N)c3)nn12, CCN(C(C)C)C(C)C, O=C(O)C1CCC1, [Cl-], ClCCl. Product: Cc1nnc2ccc(-c3cccc(NC(=O)C4CCC4)c3)nn12. As a reaction SMILES: [CH3:1][c:2]1[n:3][n:4][c:5]2[n:6]1[n:7][c:8](-[c:11]1[cH:12][c:13]([NH2:17])[cH:14][cH:15][cH:16]1)[cH:9][cH:10]2.[CH:18]([N:19]([CH2:20][CH3:21])[CH:22]([CH3:23])[CH3:24])([CH3:25])[CH3:26].[CH:28]1([C:32](=[O:33])[OH:34])[CH2:29][CH2:30][CH2:31]1.[Cl-:27].[Cl:35][CH2:36][Cl:37]>>[CH3:1][c:2]1[n:3][n:4][c:5]2[n:6]1[n:7][c:8](-[c:11]1[cH:12][c:13]([NH:17][C:32]([CH:28]3[CH2:29][CH2:30][CH2:31]3)=[O:33])[cH:14][cH:15][cH:16]1)[cH:9][cH:10]2. Starting materials: C(C1=CC=CC=C1)N(COC)C[Si](C)(C)C (N-Benzyl-N-(methoxymethyl)trimethylsilylmethylamine), C(=O)(C(F)(F)F)O (TFA), C(C)OC(\C=C\CC(C)C)=O ((E)-5-methyl-hex-2-enoic acid ethyl ester). The solvent is C(Cl)Cl (methylene chloride). Run at temperature -5 celsius, time 15 minute. Yields the product C(C)OC(=O)[C@@H]1CN(C[C@H]1CC(C)C)CC1=CC=CC=C1 ((trans)-1-Benzyl-4-isobutyl-pyrrolidine-3-carboxylic acid ethyl ester). Yield: 44.2%. RXN SMILES: [CH2:1]([N:8]([CH2:12][Si](C)(C)C)[CH2:9]OC)[C:2]1[CH:7]=[CH:6][CH:5]=[CH:4][CH:3]=1.C(O)(C(F)(F)F)=O.[CH2:24]([O:26][C:27](=[O:34])/[CH:28]=[CH:29]/[CH2:30][CH:31]([CH3:33])[CH3:32])[CH3:25]>C(Cl)Cl>[CH2:24]([O:26][C:27]([C@H:28]1[C@H:29]([CH2:30][CH:31]([CH3:32])[CH3:33])[CH2:9][N:8]([CH2:1][C:2]2[CH:3]=[CH:4][CH:5]=[CH:6][CH:7]=2)[CH2:12]1)=[O:34])[CH3:25]. Reported procedure: N-Benzyl-N-(methoxymethyl)trimethylsilylmethylamine (2.84 g, 12 mmol), followed by TFA (1.0 M solution in CH2Cl2, 1.0 mL, 1 mmol) were added to a solution of (E)-5-methyl-hex-2-enoic acid ethyl ester (1.56 g, 10.0 mmol) in methylene chloride (30 mL) maintained at −5° C. under nitrogen atmosphere. After 15 minutes, the bath was removed and stirring was continued overnight. Saturated sodium bicarbonate was added, and the organic portion was separated, washed with brine, and dried. The product was ... Reactants: COC1=NC(=NC=C1)NC1=CC=CC=C1 (4-methoxy-N-phenylpyrimidin-2-amine), Br (HBr), [OH-].[Na+] (NaOH). The solvent is O (H2O), C(C)(=O)O (acetic acid). Reaction conditions: time 3 hour. The product is C1(=CC=CC=C1)NC1=NC=CC(N1)=O (2-(phenylamino)pyrimidin-4(3H)-one). Yield: 94.1%. As a reaction SMILES: C[O:2][C:3]1[CH:8]=[CH:7][N:6]=[C:5]([NH:9][C:10]2[CH:15]=[CH:14][CH:13]=[CH:12][CH:11]=2)[N:4]=1.Br.[OH-].[Na+]>C(O)(=O)C.O>[C:10]1([NH:9][C:5]2[NH:4][C:3](=[O:2])[CH:8]=[CH:7][N:6]=2)[CH:11]=[CH:12][CH:13]=[CH:14][CH:15]=1 |f:2.3|. Procedure details: To a solution of 4-methoxy-N-phenylpyrimidin-2-amine (0.632 g, 3.14 mmol) in acetic acid (20 mL) was added HBr (2.132 ml, 18.84 mmol; 48 wt % in H2O). The reaction mixture was heated at a temperature ranging from about 90° C. to about 95° C. for 3 hours. The reaction mixture was cooled to room temperature and diluted with H2O. The pH of the reaction mixture was adjusted to about 5 to about 6 with 6M aqueous NaOH which resulted in the formation of a solid precipitate. The solid was filtered, wash... Starting materials: BrCCN(C1=CC=C(C=C1)N=NC=1SC(=C(N1)C)C)CC (N-(2-bromoethyl)-4-[(4,5-dimethyl-1,3-thiazol-2-yl)diazenyl]-N-ethylaniline), CN1C=NC=C1 (1-methyl-1H-imidazole). Run in C(C)#N (acetonitrile). Run at temperature 80 celsius. Product: [Br-].CC=1N=C(SC1C)N=NC1=CC=C(C=C1)N(CCN1C=[N+](C=C1)C)CC (1-{2-[{4-[(4,5-dimethyl-1,3-thiazol-2-yl)diazenyl]phenyl}(ethyl)amino]ethyl}-3-methyl-1H-imidazol-3-ium bromide). Isolated yield 80.1%. As a reaction SMILES: [Br:1][CH2:2][CH2:3][N:4]([CH2:20][CH3:21])[C:5]1[CH:10]=[CH:9][C:8]([N:11]=[N:12][C:13]2[S:14][C:15]([CH3:19])=[C:16]([CH3:18])[N:17]=2)=[CH:7][CH:6]=1.[CH3:22][N:23]1[CH:27]=[CH:26][N:25]=[CH:24]1>C(#N)C>[Br-:1].[CH3:18][C:16]1[N:17]=[C:13]([N:12]=[N:11][C:8]2[CH:9]=[CH:10][C:5]([N:4]([CH2:20][CH3:21])[CH2:3][CH2:2][N:25]3[CH:26]=[CH:27][N+:23]([CH3:22])=[CH:24]3)=[CH:6][CH:7]=2)[S:14][C:15]=1[CH3:19] |f:3.4|. Procedure: 0.5 g N-(2-bromoethyl)-4-[(4,5-dimethyl-1,3-thiazol-2-yl)diazenyl]-N-ethylaniline is dissolved in 10 ml acetonitrile followed by subsequent addition of 5.3 g 1-methyl-1H-imidazole. The reaction mixture is heated at 80° C. overnight. After cooling to room temperature, the formed precipitate is filtered off, washed with acetonitrile, and dried under vacuum at 40° C. 0.49 g of 1-{2-[{4-[(4,5-dimethyl-1,3-thiazol-2-yl)diazenyl]phenyl}(ethyl)amino]ethyl}-3-methyl-1H-imidazol-3-ium bromide are obtaine... Reactants: C(=O)(OC(C)(C)C)N[C@H]([C@H](C[C@H](C(=O)O)CC1=CC(=C(C=C1)OC)OC)O)CC1=CC=CC=C1 (5(S)-(Boc-amino)-4(S)-hydroxy-6-phenyl-2(R)-[(3,4-dimethoxyphenyl)methyl]hexanoic acid), C([O-])([O-])=O.[K+].[K+] (potassium carbonate), silyl ester, C(C)(C)(C)[Si](Cl)(C)C (tert-butyldimethylchlorosilane), N1C=NC=C1 (imidazole). Solvent: CO (methanol), O (water), crude product, C1CCOC1 (THF), CN(C)C=O (DMF). The product is C(=O)(OC(C)(C)C)N[C@H]([C@H](C[C@H](C(=O)O)CC1=CC(=C(C=C1)OC)OC)O[Si](C)(C)C(C)(C)C)CC1=CC=CC=C1 (5(S)-(Boc-Amino)-4(S)-(tert-butyldimethylsilyloxy)-6-phenyl-2(R)-[(3,4-dimethoxyphenyl)methyl]hexanoic acid). As a reaction SMILES: [C:1]([NH:8][C@@H:9]([CH2:28][C:29]1[CH:34]=[CH:33][CH:32]=[CH:31][CH:30]=1)[C@@H:10]([OH:27])[CH2:11][C@@H:12]([CH2:16][C:17]1[CH:22]=[CH:21][C:20]([O:23][CH3:24])=[C:19]([O:25][CH3:26])[CH:18]=1)[C:13]([OH:15])=[O:14])([O:3][C:4]([CH3:7])([CH3:6])[CH3:5])=[O:2].[C:35]([Si:39]([CH3:42])([CH3:41])Cl)([CH3:38])([CH3:37])[CH3:36].N1C=CN=C1.C(=O)([O-])[O-].[K+].[K+]>CN(C=O)C.O.C1COCC1.CO>[C:1]([NH:8][C@@H:9]([CH2:28][C:29]1[CH:34]=[CH:33][CH:32]=[CH:31][CH:30]=1)[C@@H:10]([O:27][Si:39]([C:35]([CH3:38])([CH3:37])[CH3:36])([CH3:42])[CH3:41])[CH2:11][C@@H:12]([CH2:16][C:17]1[CH:22]=[CH:21][C:20]([O:23][CH3:24])=[C:19]([O:25][CH3:26])[CH:18]=1)[C:13]([OH:15])=[O:14])([O:3][C:4]([CH3:6])([CH3:7])[CH3:5])=[O:2] |f:3.4.5|. Reported procedure: In analogy with Example 44e), 804 mg of 5(S)-(Boc-amino)-4(S)-hydroxy-6-phenyl-2(R)-[(3,4-dimethoxyphenyl)methyl]hexanoic acid in 5.94 ml of DMF are silylated with 1.162 g of tert-butyldimethylchlorosilane and 946.6 mg of imidazole. The silyl ester in the crude product is cleaved at RT in 2 h in a mixture consisting of 19.61 ml of methanol, 7.56 ml of THF, 7.56 ml of water and 1.334 g of potassium carbonate. The title compound is purified by being chromatographed twice on silica gel (eluents: D,... Reactants: solid, FC1=C(C=CC=C1)N1N=CC=C1C1=CC=C(C=C1)[N+](=O)[O-] (1-(2-fluoro-phenyl)-5-(4-nitro-phenyl)-1H-pyrazole), FC1=C(C=CC=C1)N1N=CC=C1C1=CC=C(C=C1)[N+](=O)[O-] (1-(2-fluoro-phenyl)-5-(4-nitro-phenyl)-1H-pyrazole), COC1=CC=C(C=C1)CC#N (2-(4-methoxy-phenyl)-acetonitrile). Product: FC1=C(C=CC=C1)N1N=CC=C1C1=CC=2C(=NOC2C2=CC=C(C=C2)OC)C=C1 (5-[2-(2-Fluoro-phenyl)-2H-pyrazol-3-yl]-3-(4-methoxy-phenyl)-benzo[c]isoxazole). RXN SMILES: [F:1][C:2]1[CH:7]=[CH:6][CH:5]=[CH:4][C:3]=1[N:8]1[C:12]([C:13]2[CH:18]=[CH:17][C:16]([N+:19]([O-:21])=O)=[CH:15][CH:14]=2)=[CH:11][CH:10]=[N:9]1.[CH3:22][O:23][C:24]1[CH:29]=[CH:28][C:27]([CH2:30]C#N)=[CH:26][CH:25]=1>>[F:1][C:2]1[CH:7]=[CH:6][CH:5]=[CH:4][C:3]=1[N:8]1[C:12]([C:13]2[CH:14]=[CH:15][C:16]3=[N:19][O:21][C:30]([C:27]4[CH:28]=[CH:29][C:24]([O:23][CH3:22])=[CH:25][CH:26]=4)=[C:17]3[CH:18]=2)=[CH:11][CH:10]=[N:9]1. Procedure details: The title compound, light yellow solid (27 mg, 20%), MS (ISP) m/z=386.3 [(M+H)+], mp 134° C., was prepared in accordance with the general method of example 1 from 1-(2-fluoro-phenyl)-5-(4-nitro-phenyl)-1H-pyrazole (intermediate B) (100 mg, 353 μmol) and commercially available 2-(4-methoxy-phenyl)-acetonitrile.